From a dataset of the Open Reaction Database (ORD), a public repository of structured organic reaction records. describe an organic reaction: reactants, conditions, products, and yield Starting materials: CC(C)(C)O, CCOC(C)=O, CCCCCC, O=C(O)COc1ncc(C(=O)Nc2ccc(F)cc2)cn1. The product is CC(C)(C)OC(=O)COc1ncc(C(=O)Nc2ccc(F)cc2)cn1. RXN SMILES: [C:22]([CH3:23])([CH3:24])([CH3:25])[OH:26].[CH3:27][CH2:28][O:29][C:30](=[O:31])[CH3:32].[CH3:33][CH2:34][CH2:35][CH2:36][CH2:37][CH3:38].[F:1][c:2]1[cH:3][cH:4][c:5]([NH:8][C:9](=[O:10])[c:11]2[cH:12][n:13][c:14]([O:17][CH2:18][C:19](=[O:20])[OH:21])[n:15][cH:16]2)[cH:6][cH:7]1>>[F:1][c:2]1[cH:3][cH:4][c:5]([NH:8][C:9](=[O:10])[c:11]2[cH:12][n:13][c:14]([O:17][CH2:18][C:19]([O:20][C:22]([CH3:23])([CH3:24])[CH3:25])=[O:21])[n:15][cH:16]2)[cH:6][cH:7]1. The reactants are S([O-])(O)=O.[Na+] (sodium bisulfite), I(=O)(=O)(=O)[O-].[Na+] (sodium periodate), C(#N)C=1C=C(C2=CC=CC=C2C1)C(=O)N(C)CC(CC=C)C1=CC=C(C=C1)F (3-Cyano-N-[2-(4-fluorophenyl)pent-4-en-1-yl]-N-methyl-1-naphthamide), C[N+]1(CCOCC1)[O-] (4-Methylmorpholine N-oxide). The reagents and catalysts are O=[Os](=O)(=O)=O (OsO4). Solvent: O (water), [Cl-].[Na+].O (brine), C1CCOC1 (THF), O (water), CC(=O)C (acetone), C(C)(C)(C)O (tert-butanol), O (water). Reaction conditions: time 8 hour. Product: C(#N)C=1C=C(C2=CC=CC=C2C1)C(=O)N(C)CC(CC=O)C1=CC=C(C=C1)F (3-cyano-N-[2-(4-fluorophenyl)-4-oxobutyl]-N-methyl-1-naphthamide). Yield: 94.8%. RXN SMILES: [C:1]([C:3]1[CH:4]=[C:5]([C:13]([N:15]([CH2:17][CH:18]([C:22]2[CH:27]=[CH:26][C:25]([F:28])=[CH:24][CH:23]=2)[CH2:19][CH:20]=C)[CH3:16])=[O:14])[C:6]2[C:11]([CH:12]=1)=[CH:10][CH:9]=[CH:8][CH:7]=2)#[N:2].C[N+]1([O-])CC[O:33]CC1.S(=O)(O)[O-].[Na+].I([O-])(=O)(=O)=O.[Na+]>CC(C)=O.C(O)(C)(C)C.O.C1COCC1.[Cl-].[Na+].O.O=[Os](=O)(=O)=O>[C:1]([C:3]1[CH:4]=[C:5]([C:13]([N:15]([CH2:17][CH:18]([C:22]2[CH:27]=[CH:26][C:25]([F:28])=[CH:24][CH:23]=2)[CH2:19][CH:20]=[O:33])[CH3:16])=[O:14])[C:6]2[C:11]([CH:12]=1)=[CH:10][CH:9]=[CH:8][CH:7]=2)#[N:2] |f:2.3,4.5,10.11.12|. Procedure: 3-Cyano-N-[2-(4-fluorophenyl)pent-4-en-1-yl]-N-methyl-1-naphthamide (1.5 g, 4.03 mmol) was dissolved in a mixture of acetone (30 mL), tert-butanol (15 mL) and water (7.5 mL) and stirred at room temperature during addition of OsO4 (0.40 mL of 2.5% in tert-butanol, 0.04 mmol). 4-Methylmorpholine N-oxide (2.08 g, 17.8 mmol) was added and the mixture was stirred at room temperature overnight. A saturated aqueous solution of sodium bisulfite (15 mL) was added and the mixture stirred for 5 min and the... The reactants are C(C)(=O)C1=CC=C(S1)C(=O)O (5-acetylthiophene-2-carboxylic acid), O.C1(=CC=C(C=C1)S(=O)(=O)O)C (p-toluenesulfonic acid monohydrate), [H-].[Al+3].[Li+].[H-].[H-].[H-] (lithium aluminum hydride), [OH-].[Na+] (sodium hydroxide). Solvent: C1(=CC=CC=C1)C (toluene), C(CO)O (ethylene glycol), C1CCOC1 (THF), C1CCOC1 (THF). The product is CC1(OCCO1)C1=CC=C(S1)CO ([5-(2-methyl-1,3-dioxolan-2-yl)thien-2-yl]methanol). RXN SMILES: C(C1S[C:7]([C:9]([OH:11])=O)=CC=1)(=O)C.[OH2:12].[C:13]1([CH3:23])[CH:18]=[CH:17][C:16]([S:19](O)(=O)=O)=[CH:15][CH:14]=1.[H-].[Al+3].[Li+].[H-].[H-].[H-].[OH-:30].[Na+]>C1COCC1.C1(C)C=CC=CC=1.C(O)CO>[CH3:14][C:15]1([C:16]2[S:19][C:13]([CH2:23][OH:30])=[CH:18][CH:17]=2)[O:11][CH2:9][CH2:7][O:12]1 |f:1.2,3.4.5.6.7.8,9.10|. Reported procedure: A mixture of 5-acetylthiophene-2-carboxylic acid (41.44 g), p-toluenesulfonic acid monohydrate (926 mg), ethylene glycol (226 g) and toluene (500 ml) was refluxed under heating for 13 hours and subjected to azeotropic dehydration. The reaction mixture was washed with a saturated aqueous sodium hydrogencarbonate solution and a saturated aqueous sodium chloride solution, and dried over anhydrous sodium sulfate. The solvent was removed under reduced pressure to give a brawn solution. This product w... Reactants: O=C([O-])O, ClCCl, COCOc1ccc(C(O)c2ccc(OCOC)cc2)cc1, CCCCCC, CC(C)OC(C)C, O=S(=O)(c1cc2ccccc2[nH]1)N1CCN(c2ccccc2Cl)CC1, [Na+]. The product is COCOc1ccc(C(c2ccc(OCOC)cc2)c2c(S(=O)(=O)N3CCN(c4ccccc4Cl)CC3)[nH]c3ccccc23)cc1. As a reaction SMILES: [C:48](=[O:49])([OH:50])[O-:51].[CH2:66]([Cl:67])[Cl:68].[CH3:26][O:27][CH2:28][O:29][c:30]1[cH:31][cH:32][c:33]([CH:34]([c:35]2[cH:36][cH:37][c:38]([O:41][CH2:42][O:43][CH3:44])[cH:39][cH:40]2)[OH:45])[cH:46][cH:47]1.[CH3:53][CH2:54][CH2:55][CH2:56][CH2:57][CH3:58].[CH:59]([O:60][CH:61]([CH3:62])[CH3:63])([CH3:64])[CH3:65].[Cl:1][c:2]1[c:3]([N:8]2[CH2:9][CH2:10][N:11]([S:14](=[O:15])(=[O:16])[c:17]3[nH:18][c:19]4[cH:20][cH:21][cH:22][cH:23][c:24]4[cH:25]3)[CH2:12][CH2:13]2)[cH:4][cH:5][cH:6][cH:7]1.[Na+:52]>>[Cl:1][c:2]1[c:3]([N:8]2[CH2:9][CH2:10][N:11]([S:14](=[O:15])(=[O:16])[c:17]3[nH:18][c:19]4[cH:20][cH:21][cH:22][cH:23][c:24]4[c:25]3[CH:34]([c:33]3[cH:32][cH:31][c:30]([O:29][CH2:28][O:27][CH3:26])[cH:47][cH:46]3)[c:35]3[cH:36][cH:37][c:38]([O:41][CH2:42][O:43][CH3:44])[cH:39][cH:40]3)[CH2:12][CH2:13]2)[cH:4][cH:5][cH:6][cH:7]1. The reactants are CN(C)C=O, CCOC(C)=O, [Cl-], Clc1cc(Cl)ncn1, [H-], [NH4+], [Na+], Oc1ccccc1. Yields the product Clc1cc(Oc2ccccc2)ncn1. Reaction SMILES: [CH3:20][N:21]([CH3:22])[CH:23]=[O:24].[CH3:25][CH2:26][O:27][C:28](=[O:29])[CH3:30].[Cl-:18].[Cl:10][c:11]1[n:12][cH:13][n:14][c:15]([Cl:17])[cH:16]1.[H-:8].[NH4+:19].[Na+:9].[OH:1][c:2]1[cH:3][cH:4][cH:5][cH:6][cH:7]1>>[O:1]([c:2]1[cH:3][cH:4][cH:5][cH:6][cH:7]1)[c:15]1[n:14][cH:13][n:12][c:11]([Cl:10])[cH:16]1.